This data is from the Open Reaction Database (ORD), a public repository of structured organic reaction records. The task is: describe an organic reaction: reactants, conditions, products, and yield Reactants: [Al+3], CCOC(=O)c1c(C)nc2c(OCc3c(C)cccc3CC)cccn12, [H-], [H-], [H-], [H-], [Li+], [Na+], C1CCOC1, [OH-], O. Product: CCc1cccc(C)c1COc1cccn2c(CO)c(C)nc12. Reaction SMILES: [Al+3:2].[C:7](=[O:8])([O:9][CH2:10][CH3:11])[c:12]1[c:13]([CH3:32])[n:14][c:15]2[n:16]1[cH:17][cH:18][cH:19][c:20]2[O:21][CH2:22][c:23]1[c:24]([CH2:30][CH3:31])[cH:25][cH:26][cH:27][c:28]1[CH3:29].[H-:1].[H-:4].[H-:5].[H-:6].[Li+:3].[Na+:35].[O:36]1[CH2:37][CH2:38][CH2:39][CH2:40]1.[OH-:34].[OH2:33]>>[CH2:7]([OH:8])[c:12]1[c:13]([CH3:32])[n:14][c:15]2[n:16]1[cH:17][cH:18][cH:19][c:20]2[O:21][CH2:22][c:23]1[c:24]([CH2:30][CH3:31])[cH:25][cH:26][cH:27][c:28]1[CH3:29]. Reactants: CCOC(=O)c1cnc2c(C(F)(F)F)cc(-c3ccc(C(F)(F)F)cc3)cn12, C1CCOC1, CO, Cl, [Li+], [OH-], O, O. The product is O=C(O)c1cnc2c(C(F)(F)F)cc(-c3ccc(C(F)(F)F)cc3)cn12. Reaction SMILES: [CH2:1]([CH3:2])[O:3][C:4](=[O:5])[c:6]1[cH:7][n:8][c:9]2[n:10]1[cH:11][c:12](-[c:19]1[cH:20][cH:21][c:22]([C:25]([F:26])([F:27])[F:28])[cH:23][cH:24]1)[cH:13][c:14]2[C:15]([F:16])([F:17])[F:18].[CH2:33]1[O:34][CH2:35][CH2:36][CH2:37]1.[CH3:38][OH:39].[ClH:32].[Li+:30].[OH-:29].[OH2:31].[OH2:40]>>[O:3]=[C:4]([OH:5])[c:6]1[cH:7][n:8][c:9]2[n:10]1[cH:11][c:12](-[c:19]1[cH:20][cH:21][c:22]([C:25]([F:26])([F:27])[F:28])[cH:23][cH:24]1)[cH:13][c:14]2[C:15]([F:16])([F:17])[F:18]. Reactants: C1=CN(C=N1)C(=O)N2C=CN=C2 (CDI), C(C)N(CCOC=1C=C2C=CC=C(C2=CC1)C(=O)O)CC (6-(2-diethylaminoethoxy)-1-naphthoic acid), NC(=N)N (guanidine). Run in C1CCOC1 (THF). Conditions: time 8 hour. The product is C(C)N(CCOC=1C=C2C=CC=C(C2=CC1)C(=O)NC(=N)N)CC (6-(2-Diethylaminoethoxy)-1-naphthoylguanidine). RXN SMILES: C1N=CN(C(N2C=NC=C2)=O)C=1.[CH2:13]([N:15]([CH2:32][CH3:33])[CH2:16][CH2:17][O:18][C:19]1[CH:20]=[C:21]2[C:26](=[CH:27][CH:28]=1)[C:25]([C:29](O)=[O:30])=[CH:24][CH:23]=[CH:22]2)[CH3:14].[NH2:34][C:35]([NH2:37])=[NH:36]>C1COCC1>[CH2:13]([N:15]([CH2:32][CH3:33])[CH2:16][CH2:17][O:18][C:19]1[CH:20]=[C:21]2[C:26](=[CH:27][CH:28]=1)[C:25]([C:29]([NH:36][C:35]([NH2:37])=[NH:34])=[O:30])=[CH:24][CH:23]=[CH:22]2)[CH3:14]. Procedure details: 1.5 g of CDI are added to a suspension of 2.0 g of 6-(2-diethylaminoethoxy)-1-naphthoic acid in 50 ml of THF, and the reaction mixture is stirred at RT overnight. It is then treated with 2.0 g of guanidine, again stirred overnight and concentrated, and the residue is stirred with 100 ml of water. The precipitate formed is filtered off with suction and purified by FC using methylene chloride/methanol 1:1.0.66 g of 6-(2-diethylaminoethoxy)-1-naphthoylguanidine is obtained; m.p.: 168-169° C. 1H-NMR... Run at temperature 45 celsius. Procedure: To a solution of 8.98 g (86.33 mmole) sodium bisulfite in water (27 mL), o-chlorobenzaldehyde 12.4 g (86.33 mmole) was added resulting in a white precipitate. To the precipitate, 15 g (0.107 moles) of 6,7-dihydro-4H-thieno[3,2-c]pyridine was added, followed by addition of 4.4 g (89.7 mmoles) NaCN (dissolved in 15 mL water). The reaction mixture was heated at 40-50° C. for 6 hrs and was quenched by pouring in water (50 mL). The mixture was extracted with 2×100 mL of ethyl acetate. The organic lay... RXN SMILES: S(=O)(O)[O-].[Na+].[Cl:6][C:7]1[CH:14]=[CH:13][CH:12]=[CH:11][C:8]=1[CH:9]=O.[S:15]1[C:23]2[CH2:22][CH2:21][NH:20][CH2:19][C:18]=2[CH:17]=[CH:16]1.[C-:24]#[N:25].[Na+]>O>[Cl:6][C:7]1[CH:14]=[CH:13][CH:12]=[CH:11][C:8]=1[CH:9]([N:20]1[CH2:21][CH2:22][C:23]2[S:15][CH:16]=[CH:17][C:18]=2[CH2:19]1)[C:24]#[N:25] |f:0.1,4.5|. Solvent: O (water). Product: ClC1=C(C=CC=C1)C(C#N)N1CC2=C(CC1)SC=C2 ((±)-(2-chlorophenyl)-(6,7-dihydro-4H-thieno[3,2-c]pyrid-5-yl)acetonitrile). Starting materials: S([O-])(O)=O.[Na+] (sodium bisulfite), ClC1=C(C=O)C=CC=C1 (o-chlorobenzaldehyde), [C-]#N.[Na+] (NaCN), S1C=CC=2CNCCC21 (6,7-dihydro-4H-thieno[3,2-c]pyridine). Reactants: [Li]N([Si](C)(C)C)[Si](C)(C)C (LiN(TMS)2), C(C1=CC=CC=C1)C1N(C(OC1)=O)C(CCC=C)=O (4-Benzyl-3-pent-4-enoyl-oxazolidin-2-one), C(C1=CC=CC=C1)OC=1C=C(C(=C(C1)Cl)CBr)Cl (5-Benzyloxy-2-bromomethyl-1,3-dichloro-benzene). Run in C1CCOC1 (THF), C1CCOC1 (THF). Conditions: temperature -78 celsius, time 30 minute. The product is C(C1=CC=CC=C1)[C@@H]1N(C(OC1)=O)C([C@H](CC=C)CC1=C(C=C(C=C1Cl)OCC1=CC=CC=C1)Cl)=O ((S)-4-Benzyl-3-[(R)-2-(4-benzyloxy-2,6-dichloro-benzyl)-pent-4-enoyl]-oxazolidin-2-one). RXN SMILES: [CH2:1]([CH:8]1[CH2:12][O:11][C:10](=[O:13])[N:9]1[C:14](=[O:19])[CH2:15][CH2:16][CH:17]=[CH2:18])[C:2]1[CH:7]=[CH:6][CH:5]=[CH:4][CH:3]=1.[Li]N([Si](C)(C)C)[Si](C)(C)C.[CH2:30]([O:37][C:38]1[CH:39]=[C:40]([Cl:47])[C:41]([CH2:45]Br)=[C:42]([Cl:44])[CH:43]=1)[C:31]1[CH:36]=[CH:35][CH:34]=[CH:33][CH:32]=1>C1COCC1>[CH2:1]([C@H:8]1[CH2:12][O:11][C:10](=[O:13])[N:9]1[C:14](=[O:19])[C@@H:15]([CH2:45][C:41]1[C:40]([Cl:47])=[CH:39][C:38]([O:37][CH2:30][C:31]2[CH:32]=[CH:33][CH:34]=[CH:35][CH:36]=2)=[CH:43][C:42]=1[Cl:44])[CH2:16][CH:17]=[CH2:18])[C:2]1[CH:3]=[CH:4][CH:5]=[CH:6][CH:7]=1. Procedure: Dissolve 4-Benzyl-3-pent-4-enoyl-oxazolidin-2-one (2.21 g, 8.52 mmol) in 25 ml of dry THF. Chilled to −78° C. Add LiN(TMS)2 (10.23 ml, 10.23 mmol). Stir for 30 min at same temperature. Add 5-Benzyloxy-2-bromomethyl-1,3-dichloro-benzene (3.10 g, 8.95 mmol) in 5 ml of THF. Let the reaction slowly warm to room temperature. The reactants are O=C([O-])[O-], CCI, CCOC(=O)c1ccc(-c2cc(C(F)(F)F)[nH]n2)s1, [K+], [K+], CN(C)C=O. Yields the product CCOC(=O)c1ccc(-c2cc(C(F)(F)F)n(CC)n2)s1. Reaction SMILES: [C:23](=[O:24])([O-:25])[O-:26].[CH2:20]([CH3:21])[I:22].[F:1][C:2]([c:3]1[cH:4][c:5](-[c:8]2[cH:9][cH:10][c:11]([C:13](=[O:14])[O:15][CH2:16][CH3:17])[s:12]2)[n:6][nH:7]1)([F:18])[F:19].[K+:27].[K+:28].[O:29]=[CH:30][N:31]([CH3:32])[CH3:33]>>[F:1][C:2]([c:3]1[cH:4][c:5](-[c:8]2[cH:9][cH:10][c:11]([C:13](=[O:14])[O:15][CH2:16][CH3:17])[s:12]2)[n:6][n:7]1[CH2:20][CH3:21])([F:18])[F:19].